From a dataset of the Open Reaction Database (ORD), a public repository of structured organic reaction records. describe an organic reaction: reactants, conditions, products, and yield The reactants are ClC(=O)OC(C)Cl (α-Chloroethyl chloroformate), C(C1=CC=CC=C1)N1CCC(CC1)OCC1=NC(=NO1)[C@H]1N(CCCC1)S(=O)(=O)CC1CCCCC1 (5-[(1-benzyl-4-piperidyl)oxymethyl]-3-[(2S)-1-cyclohexylmethylsulfonyl-2-piperidyl]-1,2,4-oxadiazole). The solvent is ClCCl (dichloromethane), ClCCl (dichloromethane). Product: C1(CCCCC1)CS(=O)(=O)N1[C@@H](CCCC1)C1=NOC(=N1)COC1CCNCC1 (3-[(2S)-1-cyclohexylmethylsulfonyl-2-piperidyl]-5-[4-piperidyloxymethyl]-1,2,4-oxadiazole). Isolated yield 63.4%. As a reaction SMILES: ClC(OC(Cl)C)=O.C([N:15]1[CH2:20][CH2:19][CH:18]([O:21][CH2:22][C:23]2[O:27][N:26]=[C:25]([C@@H:28]3[CH2:33][CH2:32][CH2:31][CH2:30][N:29]3[S:34]([CH2:37][CH:38]3[CH2:43][CH2:42][CH2:41][CH2:40][CH2:39]3)(=[O:36])=[O:35])[N:24]=2)[CH2:17][CH2:16]1)C1C=CC=CC=1>ClCCl>[CH:38]1([CH2:37][S:34]([N:29]2[CH2:30][CH2:31][CH2:32][CH2:33][C@H:28]2[C:25]2[N:24]=[C:23]([CH2:22][O:21][CH:18]3[CH2:17][CH2:16][NH:15][CH2:20][CH2:19]3)[O:27][N:26]=2)(=[O:36])=[O:35])[CH2:43][CH2:42][CH2:41][CH2:40][CH2:39]1. Procedure details: α-Chloroethyl chloroformate (95 μl) was added to a solution of 5-[(1-benzyl-4-piperidyl)oxymethyl]-3-[(2S)-1-cyclohexylmethylsulfonyl-2-piperidyl]-1,2,4-oxadiazole (325 mg) [see Example 16] in dichloromethane (20 ml) at 0° C. The reaction mixture was stirred for 1.5 hours after which time the dichloromethane was removed under reduced pressure and the residue dissolved in methanol. The mixture was then heated under reflux for 2 hours, the solvent removed under reduced pressure and the residue par... Starting materials: CN(C)C=O, ClCCl, O=C(O)C=Cc1ccc2c(c1)OCO2. Yields the product O=C(Cl)C=Cc1ccc2c(c1)OCO2. RXN SMILES: [CH3:18][N:19]([CH3:20])[CH:21]=[O:22].[Cl:15][CH2:16][Cl:17].[O:1]1[CH2:2][O:3][c:4]2[c:5]1[cH:6][cH:7][c:8]([CH:10]=[CH:11][C:12](=[O:13])[OH:14])[cH:9]2>>[O:1]1[CH2:2][O:3][c:4]2[c:5]1[cH:6][cH:7][c:8]([CH:10]=[CH:11][C:12](=[O:14])[Cl:15])[cH:9]2.